This data is from the Open Reaction Database (ORD), a public repository of structured organic reaction records. The task is: describe an organic reaction: reactants, conditions, products, and yield The reactants are CC(C)(C)[O-], CC(C)(C)O, CCOC(C)=O, N#Cc1ncc(F)cc1F, [Na+]. Yields the product CC(C)(C)Oc1cnc(C#N)c(F)c1. As a reaction SMILES: [CH3:11][C:12]([CH3:13])([O-:14])[CH3:15].[CH3:17][C:18]([OH:19])([CH3:20])[CH3:21].[CH3:22][CH2:23][O:24][C:25](=[O:26])[CH3:27].[F:1][c:2]1[c:3]([C:9]#[N:10])[n:4][cH:5][c:6]([F:8])[cH:7]1.[Na+:16]>>[F:1][c:2]1[c:3]([C:9]#[N:10])[n:4][cH:5][c:6]([O:14][C:12]([CH3:11])([CH3:13])[CH3:15])[cH:7]1. The reactants are Cc1cc(C(N)=O)ccc1Br, COCCOC, O=Cc1ccc(B(O)O)cc1, [Na+], [Na+], O=C([O-])[O-], [Pd], c1ccc(P(c2ccccc2)c2ccccc2)cc1, c1ccc(P(c2ccccc2)c2ccccc2)cc1, c1ccc(P(c2ccccc2)c2ccccc2)cc1, c1ccc(P(c2ccccc2)c2ccccc2)cc1. Yields the product Cc1cc(C(N)=O)ccc1-c1ccc(C=O)cc1. Reaction SMILES: [Br:1][c:2]1[c:3]([CH3:11])[cH:4][c:5]([C:6](=[O:7])[NH2:8])[cH:9][cH:10]1.[CH3:23][O:24][CH2:25][CH2:26][O:27][CH3:28].[CH:12](=[O:13])[c:14]1[cH:15][cH:16][c:17]([B:20]([OH:21])[OH:22])[cH:18][cH:19]1.[Na+:29].[Na+:30].[O-:31][C:32](=[O:33])[O-:34].[Pd:111].[c:35]1([P:36]([c:37]2[cH:38][cH:39][cH:40][cH:41][cH:42]2)[c:43]2[cH:44][cH:45][cH:46][cH:47][cH:48]2)[cH:49][cH:50][cH:51][cH:52][cH:53]1.[c:54]1([P:55]([c:56]2[cH:57][cH:58][cH:59][cH:60][cH:61]2)[c:62]2[cH:63][cH:64][cH:65][cH:66][cH:67]2)[cH:68][cH:69][cH:70][cH:71][cH:72]1.[c:73]1([P:74]([c:75]2[cH:76][cH:77][cH:78][cH:79][cH:80]2)[c:81]2[cH:82][cH:83][cH:84][cH:85][cH:86]2)[cH:87][cH:88][cH:89][cH:90][cH:91]1.[c:92]1([P:93]([c:94]2[cH:95][cH:96][cH:97][cH:98][cH:99]2)[c:100]2[cH:101][cH:102][cH:103][cH:104][cH:105]2)[cH:106][cH:107][cH:108][cH:109][cH:110]1>>[c:2]1(-[c:17]2[cH:16][cH:15][c:14]([CH:12]=[O:13])[cH:19][cH:18]2)[c:3]([CH3:11])[cH:4][c:5]([C:6](=[O:7])[NH2:8])[cH:9][cH:10]1. Starting materials: BrCCBr, Cc1ccccc1, ClP(c1ccccc1)c1ccccc1, C[Si](C)(C)Cl, Cl, C1CCOC1, [Zn]. Product: c1ccc(Pc2ccccc2)cc1. RXN SMILES: [Br:1][CH2:2][CH2:3][Br:4].[CH3:31][c:32]1[cH:33][cH:34][cH:35][cH:36][cH:37]1.[Cl:10][P:11]([c:12]1[cH:13][cH:14][cH:15][cH:16][cH:17]1)[c:18]1[cH:19][cH:20][cH:21][cH:22][cH:23]1.[Cl:5][Si:6]([CH3:7])([CH3:8])[CH3:9].[ClH:24].[O:25]1[CH2:26][CH2:27][CH2:28][CH2:29]1.[Zn:30]>>[PH:11]([c:12]1[cH:13][cH:14][cH:15][cH:16][cH:17]1)[c:18]1[cH:19][cH:20][cH:21][cH:22][cH:23]1. Starting materials: CCC(=O)c1c[nH]c2c(OC)cccc2c1=O, O=P(Cl)(Cl)Cl. Yields the product CCC(=O)c1cnc2c(OC)cccc2c1Cl. Reaction SMILES: [C:1]([CH2:2][CH3:3])(=[O:4])[c:5]1[cH:6][nH:7][c:8]2[c:9]([O:16][CH3:17])[cH:10][cH:11][cH:12][c:13]2[c:14]1=[O:15].[P:18]([Cl:19])([Cl:20])([Cl:21])=[O:22]>>[C:1]([CH2:2][CH3:3])(=[O:4])[c:5]1[cH:6][n:7][c:8]2[c:9]([O:16][CH3:17])[cH:10][cH:11][cH:12][c:13]2[c:14]1[Cl:20]. The reactants are P(=O)(Cl)(Cl)Cl (phosphorus oxychloride), C1(=CC=CC=C1)C(C1=CC=CC=C1)OC(=O)C1=C(CS[C@H]2N1C(C2NC(C(NC(=O)C(NNC=O)=O)C=2N=C(SC2)NC=O)=O)=O)CSC=2SC=NN2 (7-[2-(2-formylamino-1,3-thiazol-4-yl)-2-(3-formylcarbazoyl)carbonylaminoacetamido]-3-[(1,3,4-thiadiazol-2-yl)thiomethyl]-3-cephem-4-carboxylic acid diphenylmethyl ester). The solvent is CO (Methanol). Yields the product Cl.Cl.C1(=CC=CC=C1)C(C1=CC=CC=C1)OC(=O)C1=C(CS[C@H]2N1C(C2NC(C(NC(=O)C(NN)=O)C=2N=C(SC2)N)=O)=O)CSC=2SC=NN2 (7-[2-(2-amino-1,3-thiazol-4-yl)-2-carbazoylcarbonylaminoacetamido]-3-[(1,3,4-thiadiazol-2-yl)thiomethyl]-3-cephem-4-carboxylic acid diphenylmethyl ester.dihydrochloride). Reaction SMILES: P(Cl)(Cl)([Cl:3])=O.[C:6]1([CH:12]([O:19][C:20]([C:22]2[N:27]3[C:28](=[O:51])[CH:29]([NH:30][C:31](=[O:50])[CH:32]([C:42]4[N:43]=[C:44]([NH:47]C=O)[S:45][CH:46]=4)[NH:33][C:34]([C:36](=[O:41])[NH:37][NH:38]C=O)=[O:35])[C@H:26]3[S:25][CH2:24][C:23]=2[CH2:52][S:53][C:54]2[S:55][CH:56]=[N:57][N:58]=2)=[O:21])[C:13]2[CH:18]=[CH:17][CH:16]=[CH:15][CH:14]=2)[CH:11]=[CH:10][CH:9]=[CH:8][CH:7]=1>CO>[ClH:3].[ClH:3].[C:6]1([CH:12]([O:19][C:20]([C:22]2[N:27]3[C:28](=[O:51])[CH:29]([NH:30][C:31](=[O:50])[CH:32]([C:42]4[N:43]=[C:44]([NH2:47])[S:45][CH:46]=4)[NH:33][C:34]([C:36](=[O:41])[NH:37][NH2:38])=[O:35])[C@H:26]3[S:25][CH2:24][C:23]=2[CH2:52][S:53][C:54]2[S:55][CH:56]=[N:57][N:58]=2)=[O:21])[C:13]2[CH:18]=[CH:17][CH:16]=[CH:15][CH:14]=2)[CH:7]=[CH:8][CH:9]=[CH:10][CH:11]=1 |f:3.4.5|. Reported procedure: Methanol (100 ml) was ice-cooled and 2.15 g of phosphorus oxychloride was added dropwise under stirring. To this mixture was added 5.49 g (6.91 mmole) of 7-[2-(2-formylamino-1,3-thiazol-4-yl)-2-(3-formylcarbazoyl)carbonylaminoacetamido]-3-[(1,3,4-thiadiazol-2-yl)thiomethyl]-3-cephem-4-carboxylic acid diphenylmethyl ester obtained in Reference example 57, and the mixture was stirred for 3 hours under ice-cooling. The reactants are BrC1=C(C(=CC(=C1)F)C)O (2-bromo-4-fluoro-6-methylphenol), O1C=C(C=C1)B(O)O (3-furanylboronic acid), C([O-])([O-])=O.[Na+].[Na+] (sodium carbonate), O (water). The reagents and catalysts are C1=CC=C(C=C1)P([C-]2C=CC=C2)C3=CC=CC=C3.C1=CC=C(C=C1)P([C-]2C=CC=C2)C3=CC=CC=C3.Cl[Pd]Cl.[Fe+2] (Pd(dppf)Cl2). Run in COCCOC (DME). Conditions: temperature 120 celsius, time 20 minute. Yields the product FC1=CC(=C(C(=C1)C)O)C1=COC=C1 (4-fluoro-2-(furan-3-yl)-6-methylphenol). Yield: 41.6%. As a reaction SMILES: Br[C:2]1[CH:7]=[C:6]([F:8])[CH:5]=[C:4]([CH3:9])[C:3]=1[OH:10].[O:11]1[CH:15]=[CH:14][C:13](B(O)O)=[CH:12]1.C(=O)([O-])[O-].[Na+].[Na+].O>COCCOC.C1C=CC(P(C2C=CC=CC=2)[C-]2C=CC=C2)=CC=1.C1C=CC(P(C2C=CC=CC=2)[C-]2C=CC=C2)=CC=1.Cl[Pd]Cl.[Fe+2]>[F:8][C:6]1[CH:5]=[C:4]([CH3:9])[C:3]([OH:10])=[C:2]([C:13]2[CH:14]=[CH:15][O:11][CH:12]=2)[CH:7]=1 |f:2.3.4,7.8.9.10|. Procedure: 2-bromo-4-fluoro-6-methylphenol (337 mg, 1.20 mmol), 3-furanylboronic acid (162 mg, 1.45 mmol), Pd(dppf)Cl2 (98.3 mg, 0.12 mmol) and sodium carbonate (383 mg, 3.61 mmol) were dissolved in DME:water=20 mL:10 mL, followed by stirring in microwave at 120° C. for 20 minutes. The reaction mixture was filtered through Celite. The filtrate was concentrated under reduced pressure, and purified by column chromatography (silica gel; hexane/ethyl acetate, 9/1) to obtain 4-fluoro-2-(furan-3-yl)-6-methylphen... The reactants are C([C@@H]1[C@H]([C@@H]([C@H]([C@H](O1)O[C@]2([C@H]([C@@H]([C@H](O2)CO)O)O)CO)O)O)O)O (sucrose). Solvent: C(C)O (ethanol). Yields the product OCC(=O)[C@@H](O)[C@H](O)[C@H](O)CO (fructose), C(=O)=O (carbon dioxide). Reaction SMILES: [CH2:1]([OH:23])[C@H:2]1[O:7][C@H:6]([O:8][C@]2(CO)O[C@H](CO)[C@@H](O)[C@@H]2O)[C@H:5]([OH:20])[C@@H:4]([OH:21])[C@@H:3]1[OH:22]>C(O)C>[OH:23][CH2:1][C:2]([C@H:3]([C@@H:4]([C@@H:5]([CH2:6][OH:8])[OH:20])[OH:21])[OH:22])=[O:7].[C:6](=[O:8])=[O:7]. Procedure details: It has been calculated from experiments carried out that 1 tonne of sucrose will produce approximately 0.5 tonne of fructose, 0.25 tonne of ethanol and 0.25 tonne of carbon dioxide (CO2). Reactants: N1=CC(=CC=C1)CCO (2-(3-pyridyl)ethanol), S(=O)(Cl)Cl (thionyl chloride). Solvent: C(Cl)(Cl)Cl (CHCl3). Yields the product Cl.N1=CC(=CC=C1)CCCl (2-(3-pyridyl)ethyl chloride hydrochloride). Reaction SMILES: [N:1]1[CH:6]=[CH:5][CH:4]=[C:3]([CH2:7][CH2:8]O)[CH:2]=1.S(Cl)([Cl:12])=O>C(Cl)(Cl)Cl>[ClH:12].[N:1]1[CH:6]=[CH:5][CH:4]=[C:3]([CH2:7][CH2:8][Cl:12])[CH:2]=1 |f:3.4|. Procedure details: In 100 ml of CHCl3 was dissolved 6.39 g (0.052 mole) of 2-(3-pyridyl)ethanol followed by dropwise addition of 15.6 ml of thionyl chloride with stirring at room temperature. Then, the mixture was stirred for 1.5 hours, after which the solvent was distilled off. After addition of ether, crystals were recovered by filtration and dried. The procedure gave 9.13 g of 2-(3-pyridyl)ethyl chloride hydrochloride as white crystals.